This data is from the Open Reaction Database (ORD), a public repository of structured organic reaction records. The task is: describe an organic reaction: reactants, conditions, products, and yield Starting materials: ClC1=NC=NC2=C(C=C(C=C12)Cl)C(=O)OC (methyl 4,6-dichloroquinazoline-8-carboxylate), C(C)N(C(C)C)C(C)C (N-ethyl-N-isopropylpropan-2-amine), NC(C)C=1C=C(C=CC1)NC(OC(C)(C)C)=O (tert-butyl [3-(1-aminoethyl)phenyl]carbamate). Reaction conditions: time 8 hour. Yields the product COC(=O)C=1C=C(C=C2C(=NC=NC12)NC(C)C1=CC(=CC=C1)NC(=O)OC(C)(C)C)Cl (4-[1-(3-tert-butoxycarbonylamino-phenyl)-ethylamino]-6-chloro-quinazoline-8-carboxylic acid methyl ester). RXN SMILES: Cl[C:2]1[C:11]2[C:6](=[C:7]([C:13]([O:15][CH3:16])=[O:14])[CH:8]=[C:9]([Cl:12])[CH:10]=2)[N:5]=[CH:4][N:3]=1.C(N(C(C)C)C(C)C)C.[NH2:26][CH:27]([C:29]1[CH:30]=[C:31]([NH:35][C:36](=[O:42])[O:37][C:38]([CH3:41])([CH3:40])[CH3:39])[CH:32]=[CH:33][CH:34]=1)[CH3:28]>>[CH3:16][O:15][C:13]([C:7]1[CH:8]=[C:9]([Cl:12])[CH:10]=[C:11]2[C:6]=1[N:5]=[CH:4][N:3]=[C:2]2[NH:26][CH:27]([C:29]1[CH:34]=[CH:33][CH:32]=[C:31]([NH:35][C:36]([O:37][C:38]([CH3:39])([CH3:41])[CH3:40])=[O:42])[CH:30]=1)[CH3:28])=[O:14]. Procedure: To a solution of methyl 4,6-dichloroquinazoline-8-carboxylate (574 mg; 2.23 mmol; 1.00 eq.) in acetonenitrile (5 ml) containing N-ethyl-N-isopropylpropan-2-amine (0.80 ml; 4.47 mmol; 2.00 eq.) was added tert-butyl [3-(1-aminoethyl)phenyl]carbamate (543 mg; 2.30 mmol; 1.03 eq.), the reaction mixture was stirred at RT overnight. Concentrated to get 4-[1-(3-tert-butoxycarbonylamino-phenyl)-ethylamino]-6-chloro-quinazoline-8-carboxylic acid methyl ester. To this crude was added methanolic ammonia (3... The reactants are C(C)OC(C1=CC=C(C=C1)C=O)=O (Ethyl-4-formylbenzoate), C1(=CC=CC=C1)P(C1=CC=CC=C1)C1=CC=CC=C1 (triphenylphosphine), C(Br)(Br)(Br)Br (carbon tetrabromide), O (water). Run in ClCCl (dichloromethane). Reaction conditions: time 1.5 hour. Product: C(C)OC(C1=CC=C(C=C1)C=C(Br)Br)=O (ethyl-4-(2,2-dibromoethenyl)benzoate). The yield is 72.0%. As a reaction SMILES: [CH2:1]([O:3][C:4](=[O:13])[C:5]1[CH:10]=[CH:9][C:8]([CH:11]=O)=[CH:7][CH:6]=1)[CH3:2].C1(P(C2C=CC=CC=2)C2C=CC=CC=2)C=CC=CC=1.[C:33](Br)(Br)([Br:35])[Br:34].O>ClCCl>[CH2:1]([O:3][C:4](=[O:13])[C:5]1[CH:10]=[CH:9][C:8]([CH:11]=[C:33]([Br:35])[Br:34])=[CH:7][CH:6]=1)[CH3:2]. Reported procedure: Ethyl-4-formylbenzoate (2.46 g) (ex Lancaster) in dichloromethane (30 ml) under nitrogen was treated with triphenylphosphine (15.7 g) and carbon tetrabromide (9.9 g) at 0°. After 1.5 hours at 25°, water was added and the mixture worked up in the normal manner. Purification by chromatography (silica, ether/hexane) gave ethyl-4-(2,2-dibromoethenyl)benzoate (3.32 g). NMR 1H 8.0(2H,d), 7.50(2H,d), 7.45(1H,s), 3.85(3H,s). Reactants: ClCCl, Cl, N#C[Cu], N#C[K], COc1cc(C(C)=O)cc(N)c1OC, O. Yields the product COc1cc(C(C)=O)cc(C#N)c1OC. RXN SMILES: [CH2:21]([Cl:22])[Cl:23].[ClH:25].[Cu:15][C:16]#[N:17].[K:18][C:19]#[N:20].[NH2:1][c:2]1[c:3]([O:13][CH3:14])[c:4]([O:11][CH3:12])[cH:5][c:6]([C:8]([CH3:9])=[O:10])[cH:7]1.[OH2:24]>>[c:2]1([C:16]#[N:17])[c:3]([O:13][CH3:14])[c:4]([O:11][CH3:12])[cH:5][c:6]([C:8]([CH3:9])=[O:10])[cH:7]1. Reactants: C(C)(C)NC(C)C (diisopropylamine), solution, [Li]CCCC (n-BuLi), C1CCOC1 (THF), C1(=CC=CC=C1)C(=O)C1CCCCC1 (cyclohexyl phenyl ketone), C1CCOC1 (THF), C(C)OP(=O)(C(C)O[Si](C)(C)C)OCC (1-(diethoxyphosphinyl)-1-trimethylsilyloxyethane). Run in CCCCCC (hexane), O (water). Conditions: temperature -78 celsius, time 1 hour. Yields the product C1(CCCCC1)C(C(C)=O)(O[Si](C)(C)C)C1=CC=CC=C1 (1-Cyclohexyl-1-phenyl-1-trimethylsilyloxy-2-propanone). Isolated yield 75.0%. As a reaction SMILES: C(NC(C)C)(C)C.[Li]CCCC.C(OP(OCC)(C(O[Si:21]([CH3:24])([CH3:23])[CH3:22])C)=O)C.[C:28]1([C:34]([CH:36]2[CH2:41][CH2:40][CH2:39][CH2:38][CH2:37]2)=[O:35])[CH:33]=[CH:32][CH:31]=[CH:30][CH:29]=1.C1C[O:45][CH2:44][CH2:43]1>CCCCCC.O>[CH:28]1([C:34]([C:36]2[CH:37]=[CH:38][CH:39]=[CH:40][CH:41]=2)([O:35][Si:21]([CH3:24])([CH3:23])[CH3:22])[C:44](=[O:45])[CH3:43])[CH2:33][CH2:32][CH2:31][CH2:30][CH2:29]1. Procedure: To a stirred solution of 35 ml (0.25 mole) of diisopropylamine in 800 ml of THF at -78° C. was added 100 ml of a 2.5M solution of n-BuLi in hexane. After the mixture was stirred at -78° C. for 1 hour, 52 g (0.205 mole) of 1-(diethoxyphosphinyl)-1-trimethylsilyloxyethane [prepared according to the procedure of G. H. Birum and G. A. Richardson, U.S. Pat. No. 3,113,139 (1963)] was added dropwise. The mixture was stirred for 1.5 hours at -78° C. and then 42.5 g (0.225 mole) of cyclohexyl phenyl keto... Reactants: COC1=CC=C(C=C1)CC(=O)N(C1CCNCC1)CC1=CC=C(C=C1)Cl (2-(4-Methoxyphenyl)-N-(4-chlorobenzyl)-N-(piperidin-4-yl)acetamide), C(O)([O-])=O.[Na+] (sodium hydrogen carbonate), C(C)(C)Br (Isopropyl bromide), CCN(C(C)C)C(C)C (Hünigs base), Cl (HCl). The solvent is C(Cl)Cl (CH2Cl2), O (water), C(C)#N (acetonitrile). Run at temperature 60 celsius, time 4 day. The product is COC1=CC=C(C=C1)CC(=O)N(C1CCN(CC1)C(C)C)CC1=CC=C(C=C1)Cl (2-(4-Methoxyphenyl)-N-(4-chlorbenzyl)-N-(1-isopropylpiperidin-4-yl)acetamide). As a reaction SMILES: [CH3:1][O:2][C:3]1[CH:8]=[CH:7][C:6]([CH2:9][C:10]([N:12]([CH2:19][C:20]2[CH:25]=[CH:24][C:23]([Cl:26])=[CH:22][CH:21]=2)[CH:13]2[CH2:18][CH2:17][NH:16][CH2:15][CH2:14]2)=[O:11])=[CH:5][CH:4]=1.[CH:27](Br)([CH3:29])[CH3:28].CCN(C(C)C)C(C)C.C(=O)([O-])O.[Na+].Cl>C(#N)C.C(Cl)Cl.O>[CH3:1][O:2][C:3]1[CH:4]=[CH:5][C:6]([CH2:9][C:10]([N:12]([CH2:19][C:20]2[CH:21]=[CH:22][C:23]([Cl:26])=[CH:24][CH:25]=2)[CH:13]2[CH2:18][CH2:17][N:16]([CH:27]([CH3:29])[CH3:28])[CH2:15][CH2:14]2)=[O:11])=[CH:7][CH:8]=1 |f:3.4|. Procedure: 42ELH89 (0.25 g, 0.67 mmol, 1.0 eq) was transferred to a 4 ml vial and dissolved in acetonitrile (2 ml). Isopropyl bromide (0.25 g, 3.0 eq.) was added along with Hünigs base (0.87 g, 10.0 eq.). The vial was sealed and shaken for 4 days at 60° C. The reaction mixture was transferred to a separatory funnel with distilled water and CH2Cl2. The aqueous phase was made basic with sodium hydrogen carbonate and extracted with dichloromethane (3 times). The organic layers were collected and dried with so... Reactants: aqueous solution, [OH-].[Na+] (sodium hydroxide), BrC=1C=C(C#N)C=CC1 (3-bromobenzonitrile), S(O)(O)(=O)=O (sulfuric acid), C(C)(C)OB(OC(C)C)OC(C)C (triisopropoxyborane), solution, C(CCC)[Li] (n-butyllithium), 0C. Solvent: O1CCCC1 (tetrahydrofuran), CCCCCC (hexane). Run at temperature -78 celsius, time 30 minute. The product is C(#N)C=1C=C(C=CC1)B(O)O (3-cyanophenylboronic acid). The yield is 72.0%. RXN SMILES: Br[C:2]1[CH:3]=[C:4]([CH:7]=[CH:8][CH:9]=1)[C:5]#[N:6].C([O:13][B:14](OC(C)C)[O:15]C(C)C)(C)C.C([Li])CCC.S(=O)(=O)(O)O.[OH-].[Na+]>O1CCCC1.CCCCCC>[C:5]([C:4]1[CH:3]=[C:2]([B:14]([OH:15])[OH:13])[CH:9]=[CH:8][CH:7]=1)#[N:6] |f:4.5|. Procedure details: In 100 ml of anhydrous tetrahydrofuran, was dissolved 20 g of 3-bromobenzonitrile. To the resulting solution, was added 37.6 ml of triisopropoxyborane under a nitrogen atmosphere. The formed solution was cooled to −78° C., and 98.3 ml of a 1.6 M solution of n-butyllithium in hexane was dropped thereinto under stirring for about 30 minutes. After stirring the resulting mixture at room temperature for 30 minutes, the mixture was then cooled to 0° C., and 220 ml of a 4 M sulfuric acid was added. Th...